Dataset: the Open Reaction Database (ORD), a public repository of structured organic reaction records. Task: describe an organic reaction: reactants, conditions, products, and yield Reactants: C(CCCCCC)NC(CC(CCO)(C)C)=O (N-heptyl-3,3-dimethyl-5-hydroxypentanamide), [H-].[Al+3].[Li+].[H-].[H-].[H-] (lithium aluminum hydride). Solvent: O1CCCC1 (tetrahydrofuran), O1CCCC1 (tetrahydrofuran). Run at temperature 0 celsius. Product: C(CCCCCC)NCCC(CCO)(C)C (N-heptyl-3,3-dimethyl-5-hydroxypentanamine), oil. Isolated yield 70.0%. As a reaction SMILES: [H-].[Al+3].[Li+].[H-].[H-].[H-].[CH2:7]([NH:14][C:15](=O)[CH2:16][C:17]([CH3:22])([CH3:21])[CH2:18][CH2:19][OH:20])[CH2:8][CH2:9][CH2:10][CH2:11][CH2:12][CH3:13]>O1CCCC1>[CH2:7]([NH:14][CH2:15][CH2:16][C:17]([CH3:21])([CH3:22])[CH2:18][CH2:19][OH:20])[CH2:8][CH2:9][CH2:10][CH2:11][CH2:12][CH3:13] |f:0.1.2.3.4.5|. Procedure: Part B. A slurry of lithium aluminum hydride (5.50 g, 145 mmol) in tetrahydrofuran (100 mL) was cooled to 0° C., and a solution of the amide prepared in Part A (11.48 g, 47.2 mmol) in tetrahydrofuran (50 mL) was added dropwise over 1 hour. The ice bath was removed, and the mixture was heated to reflux for 18 hours. After cooling to 0° C., the mixture was quenched by the slow dropwise addition of water (6 mL), aq. NaOH (18 mL, 15%), and water (18 mL). The solution was filtered through a plug of C... Product: O[C@@H]1[C@@H]2[C@]3(C=CC(C=C3[C@H](C[C@H]2[C@@H]2CC[C@](C(COC(CCOC)=O)=O)([C@]2(C1)C)O)C)=O)C (11β,17-dihydroxy-6α-methyl-21-(3-methoxypropionyloxy)-1,4-pregnadiene-3,20-dione). Reaction SMILES: [OH:1][C@H:2]1[CH2:22][C@@:21]2([CH3:23])[C@@H:13]([CH2:14][CH2:15][C@:16]2([OH:24])[C:17](=[O:20])[CH2:18][OH:19])[C@H:12]2[C@H:3]1[C@:4]1([CH3:27])[C:9]([C@@H:10]([CH3:25])[CH2:11]2)=[CH:8][C:7](=[O:26])[CH:6]=[CH:5]1.[CH3:28][O:29][CH2:30][CH2:31][C:32](Cl)=[O:33]>>[OH:1][C@H:2]1[CH2:22][C@@:21]2([CH3:23])[C@@H:13]([CH2:14][CH2:15][C@:16]2([OH:24])[C:17](=[O:20])[CH2:18][O:19][C:32](=[O:33])[CH2:31][CH2:30][O:29][CH3:28])[C@H:12]2[C@H:3]1[C@:4]1([CH3:27])[C:9]([C@@H:10]([CH3:25])[CH2:11]2)=[CH:8][C:7](=[O:26])[CH:6]=[CH:5]1. Procedure details: Under the conditions of Example 3(a), 15.0 g of 11β,17,21-trihydroxy-6α-methyl-1,4-pregnadiene-3,20-dione is reacted with 3-methoxypropionic acid chloride, worked up, and purified, thus isolating 14.3 g of 11β,17-dihydroxy-6α-methyl-21-(3-methoxypropionyloxy)-1,4-pregnadiene-3,20-dione, mp 230° C. Reactants: O[C@@H]1[C@@H]2[C@]3(C=CC(C=C3[C@H](C[C@H]2[C@@H]2CC[C@](C(CO)=O)([C@]2(C1)C)O)C)=O)C (11β,17,21-trihydroxy-6α-methyl-1,4-pregnadiene-3,20-dione), COCCC(=O)Cl (3-methoxypropionic acid chloride). The reactants are O1C(=CC=C1)CNC(=S)N (furan-2-ylmethyl-thiourea), BrCC(C(=O)O)=O (3-bromo-2-oxo-propionic acid). The product is O1C(=CC=C1)CNC=1SC=C(N1)C(=O)O (2-[(Furan-2-ylmethyl)-amino]-thiazole-4-carboxylic acid). Yield: 98.2%. Reaction SMILES: [O:1]1[CH:5]=[CH:4][CH:3]=[C:2]1[CH2:6][NH:7][C:8]([NH2:10])=[S:9].Br[CH2:12][C:13](=O)[C:14]([OH:16])=[O:15]>>[O:1]1[CH:5]=[CH:4][CH:3]=[C:2]1[CH2:6][NH:7][C:8]1[S:9][CH:12]=[C:13]([C:14]([OH:16])=[O:15])[N:10]=1. Procedure details: 2-[(Furan-2-ylmethyl)-amino]-thiazole-4-carboxylic acid (220 mg) was prepared according to General Procedure B using furan-2-ylmethyl-thiourea (156 mg) and 3-bromo-2-oxo-propionic acid (167 mg). Reactants: solution, N(CCO)CCO (Diethanolamine), CCOCC (ether), C(CC)(=O)CC(=O)O (propionylacetic acid), [N+](=O)([O-])[O-].[Ag+] (silver nitrate). Run in O (water). Run at time 15 minute. Yields the product C(CC)(=O)CC(=O)[O-].[Ag+] (silver propionylacetate). Isolated yield 423.5%. RXN SMILES: N(CCO)CCO.CCOCC.[C:13]([CH2:17][C:18]([OH:20])=[O:19])(=[O:16])[CH2:14][CH3:15].[N+]([O-])([O-])=O.[Ag+:25]>O>[C:13]([CH2:17][C:18]([O-:20])=[O:19])(=[O:16])[CH2:14][CH3:15].[Ag+:25] |f:3.4,6.7|. Procedure details: Diethanolamine (0.22 g) was dissolved in water (0.5 mL), and to this was added an ether solution (3 mL) containing propionylacetic acid (0.25 g). Next, the mixture was stirred at 15° C. while an aqueous solution (1 mL) containing silver nitrate (0.34 g) was added dropwise, and this was further stirred for 15 minutes. The white precipitate that settled was filtered off to obtain silver propionylacetate (yield 1.89 g). FIG. 3 shows the infrared absorption spectrum (IR) of the silver propionylaceta... Reactants: COc1cc(Cc2cnc(N)nc2N)cc(OC)c1OC, CC1(C)SC2C(NC(=O)C(N)c3ccccc3)C(=O)N2C1C(=O)O. The product is COc1cc(Cc2cnc(N)nc2N)cc(OC)c1OC, CC1(C)SC2C(NC(=O)C(N)c3ccccc3)C(=O)N2C1C(=O)O. As a reaction SMILES: [CH3:25][O:26][c:27]1[cH:28][c:29]([CH2:30][c:31]2[cH:32][n:33][c:34]([NH2:35])[n:36][c:37]2[NH2:38])[cH:39][c:40]([O:41][CH3:42])[c:43]1[O:44][CH3:45].[CH:1]12[S:2][C:3]([CH3:4])([CH3:5])[CH:6]([C:22]([OH:23])=[O:24])[N:7]1[C:8](=[O:9])[CH:10]2[NH:11][C:12](=[O:13])[CH:14]([NH2:15])[c:16]1[cH:17][cH:18][cH:19][cH:20][cH:21]1>>[CH3:25][O:26][c:27]1[cH:28][c:29]([CH2:30][c:31]2[cH:32][n:33][c:34]([NH2:35])[n:36][c:37]2[NH2:38])[cH:39][c:40]([O:41][CH3:42])[c:43]1[O:44][CH3:45].[CH:1]12[S:2][C:3]([CH3:4])([CH3:5])[CH:6]([C:22](=[O:23])[OH:24])[N:7]1[C:8](=[O:9])[CH:10]2[NH:11][C:12](=[O:13])[CH:14]([NH2:15])[c:16]1[cH:17][cH:18][cH:19][cH:20][cH:21]1. Starting materials: [N-]=[N+]=[N-].[Na+] (Sodium azide), ClC1=C(C=CC(=C1)Cl)CCNC1=CC(=NC(=N1)OC)C=1C=C(C=CC1)C(C#N)(F)F ((3-{6-[2-(2,4-dichloro-phenyl)-ethylamino]-2-methoxy-pyrimidin-4-yl}-phenyl)-difluoro-acetonitrile). Solvent: CN(C)C=O (N,N′-dimethylformamide). Reaction conditions: temperature 80 celsius, time 4 hour. Yields the product ClC1=C(C=CC(=C1)Cl)CCNC1=NC(=NC(=C1)C1=CC(=CC=C1)C(C1=NN=NN1)(F)F)OC ([2-(2,4-dichloro-phenyl)-ethyl]-(6-{3-[difluoro-(1H-tetrazol-5-yl)-methyl]-phenyl}-2-methoxy-pyrimidin-4-yl)-amine). The yield is 83.1%. As a reaction SMILES: [N-:1]=[N+:2]=[N-:3].[Na+].[Cl:5][C:6]1[CH:11]=[C:10]([Cl:12])[CH:9]=[CH:8][C:7]=1[CH2:13][CH2:14][NH:15][C:16]1[N:21]=[C:20]([O:22][CH3:23])[N:19]=[C:18]([C:24]2[CH:25]=[C:26]([C:30]([F:34])([F:33])[C:31]#[N:32])[CH:27]=[CH:28][CH:29]=2)[CH:17]=1>CN(C=O)C>[Cl:5][C:6]1[CH:11]=[C:10]([Cl:12])[CH:9]=[CH:8][C:7]=1[CH2:13][CH2:14][NH:15][C:16]1[CH:17]=[C:18]([C:24]2[CH:29]=[CH:28][CH:27]=[C:26]([C:30]([F:34])([F:33])[C:31]3[NH:32][N:3]=[N:2][N:1]=3)[CH:25]=2)[N:19]=[C:20]([O:22][CH3:23])[N:21]=1 |f:0.1|. Procedure details: Sodium azide (10 mg, 0.15 mmol) is added to a stirred solution of (3-{6-[2-(2,4-dichloro-phenyl)-ethylamino]-2-methoxy-pyrimidin-4-yl}-phenyl)-difluoro-acetonitrile (50 mg, 0.11 mmol) in N,N′-dimethylformamide (4 mL) and the reaction is stirred for 4 hours at 80° C. The reaction is quenched with water, acidified to pH 2 (0.05 N HCl), extracted twice with ethyl acetate. The combined extracts is dried over sodium sulfate, filtered and concentrated in vacuo. The residue is diluted in toluene and co... The reactants are CC(C)(C)OC(=O)N1Cc2ccccc2C1(C)C(=O)O, Cl, C1COCCO1. Product: Cl, CC1(C(=O)O)NCc2ccccc21. As a reaction SMILES: [C:1]([O:2][C:3]([CH3:4])([CH3:5])[CH3:6])(=[O:7])[N:8]1[C:9]([C:17](=[O:18])[OH:19])([CH3:20])[c:10]2[cH:11][cH:12][cH:13][cH:14][c:15]2[CH2:16]1.[ClH:21].[O:22]1[CH2:23][CH2:24][O:25][CH2:26][CH2:27]1>>[ClH:21].[NH:8]1[C:9]([C:17](=[O:18])[OH:19])([CH3:20])[c:10]2[cH:11][cH:12][cH:13][cH:14][c:15]2[CH2:16]1. Reactants: [N+](=O)([O-])C1=CC=C2CCCNC2=C1 (7-nitro-1,2,3,4-tetrahydroquinoline), ClCC(=O)Cl (chloroacetyl chloride). Yields the product ClCC(=O)N1CCCC2=CC=C(C=C12)[N+](=O)[O-] (1-(2-Chloroacetyl)-7-nitro-1,2,3,4-tetrahydroquinoline). As a reaction SMILES: [N+:1]([C:4]1[CH:13]=[C:12]2[C:7]([CH2:8][CH2:9][CH2:10][NH:11]2)=[CH:6][CH:5]=1)([O-:3])=[O:2].[Cl:14][CH2:15][C:16](Cl)=[O:17]>>[Cl:14][CH2:15][C:16]([N:11]1[C:12]2[C:7](=[CH:6][CH:5]=[C:4]([N+:1]([O-:3])=[O:2])[CH:13]=2)[CH2:8][CH2:9][CH2:10]1)=[O:17]. Procedure: Using the procedure outlined in Description 4, the title compound was prepared from 7-nitro-1,2,3,4-tetrahydroquinoline (D1) (4.41 g, 25 mmol) and chloroacetyl chloride (2.2 ml, 27.6 mmol) as a dark brown solid (5.853 g). 1H NMR (250 MHz, CDCl3) δ (ppm): 8.49 (br, 1H), 8.00 (dd, 1H), 7.33 (d, 1H), 4.27 (s, 2H), 3.86 (m, 2H), 2.90 (t, 2H), 2.09 (m, 2H). The reactants are O=C(O)Cn1c[nH+]c2ccccc21, ClCCl, O=C([O-])C(F)(F)F, O=C(O)C(F)(F)F, CC(C)(C)OC(=O)Cn1cnc2ccccc21. Yields the product O=C([O-])C(F)(F)F, O=C(O)Cn1c[nH+]c2ccccc21. Reaction SMILES: [C:25]([CH2:26][n:27]1[c:28]2[cH:29][cH:30][cH:31][cH:32][c:33]2[nH+:34][cH:35]1)([OH:36])=[O:37].[Cl:45][CH2:46][Cl:47].[F:18][C:19]([C:20](=[O:21])[O-:22])([F:23])[F:24].[OH:38][C:39]([C:40]([F:41])([F:42])[F:43])=[O:44].[n:1]1([CH2:10][C:11](=[O:12])[O:13][C:14]([CH3:15])([CH3:16])[CH3:17])[cH:2][n:3][c:4]2[c:5]1[cH:6][cH:7][cH:8][cH:9]2>>[F:18][C:19]([C:20](=[O:21])[O-:22])([F:23])[F:24].[n:1]1([CH2:10][C:11](=[O:12])[OH:13])[cH:2][nH+:3][c:4]2[c:5]1[cH:6][cH:7][cH:8][cH:9]2.